Dataset: the Open Reaction Database (ORD), a public repository of structured organic reaction records. Task: describe an organic reaction: reactants, conditions, products, and yield The reactants are NC=1SC2=NC(=CC=C2N1)OC=1C=C(C=CC1CC)NC(C1=CC(=CC=C1)C(C)(C)C#N)=O (N-{3-[(2-amino[1,3]thiazolo[5,4-b]pyridin-5-yl)oxy]-4-ethylphenyl}-3-(1-cyano-1-methylethyl)benzamide), ClCC(=O)Cl (chloroacetyl chloride). The solvent is C(C)(=O)OCC (ethyl acetate), CN(C=O)C (N,N-dimethylformamide). Reaction conditions: time 2 hour. Yields the product ClCC(=O)NC=1SC2=NC(=CC=C2N1)OC=1C=C(C=CC1CC)NC(C1=CC(=CC=C1)C(C)(C)C#N)=O (N-[3-({2-[(chloroacetyl)amino][1,3]thiazolo[5,4-b]pyridin-5-yl}oxy)-4-ethylphenyl]-3-(1-cyano-1-methylethyl)benzamide). RXN SMILES: [NH2:1][C:2]1[S:3][C:4]2[C:9]([N:10]=1)=[CH:8][CH:7]=[C:6]([O:11][C:12]1[CH:13]=[C:14]([NH:20][C:21](=[O:33])[C:22]3[CH:27]=[CH:26][CH:25]=[C:24]([C:28]([C:31]#[N:32])([CH3:30])[CH3:29])[CH:23]=3)[CH:15]=[CH:16][C:17]=1[CH2:18][CH3:19])[N:5]=2.[Cl:34][CH2:35][C:36](Cl)=[O:37]>CN(C)C=O.C(OCC)(=O)C>[Cl:34][CH2:35][C:36]([NH:1][C:2]1[S:3][C:4]2[C:9]([N:10]=1)=[CH:8][CH:7]=[C:6]([O:11][C:12]1[CH:13]=[C:14]([NH:20][C:21](=[O:33])[C:22]3[CH:27]=[CH:26][CH:25]=[C:24]([C:28]([C:31]#[N:32])([CH3:30])[CH3:29])[CH:23]=3)[CH:15]=[CH:16][C:17]=1[CH2:18][CH3:19])[N:5]=2)=[O:37]. Reported procedure: To a solution of N-{3-[(2-amino[1,3]thiazolo[5,4-b]pyridin-5-yl)oxy]-4-ethylphenyl}-3-(1-cyano-1-methylethyl)benzamide (150 mg, 0.327 mmol) in N,N-dimethylformamide (4.0 mL) was added chloroacetyl chloride (34 μL, 0.425 mmol), and the mixture was stirred at room temperature for 2 hr. The reaction mixture was diluted with ethyl acetate (100 mL), washed with 5% aqueous sodium hydrogen carbonate solution (100 mL) and saturated brine (50 mL), and dried over anhydrous sodium sulfate. The insoluble ma... Product: O=C1N([C@@H](C1)CC=O)C(C(=O)OC)=O (methyl [(4R)-2-oxo-4-(2-oxoethyl)-azetidin-1-yl]glyoxylate). Reaction conditions: temperature 5 celsius, time 15 hour. The reactants are O=C1N([C@@H](C1)CC1OOCO1)C(C(=O)OC)=O (methyl [(4R)-2-oxo-4-(1,2,4-trioxolan-3-ylmethyl)azetidin-1-yl]glyoxylate), CSC (dimethyl sulfide). Reaction SMILES: [O:1]=[C:2]1[CH2:5][C@@H:4]([CH2:6][CH:7]2OCO[O:8]2)[N:3]1[C:12](=[O:17])[C:13]([O:15][CH3:16])=[O:14].CSC>ClCCl.CO>[O:1]=[C:2]1[CH2:5][C@@H:4]([CH2:6][CH:7]=[O:8])[N:3]1[C:12](=[O:17])[C:13]([O:15][CH3:16])=[O:14]. The solvent is ClCCl (dichloromethane), CO (methanol). Procedure: A solution of methyl [(4R)-2-oxo-4-(1,2,4-trioxolan-3-ylmethyl)azetidin-1-yl]glyoxylate (320 mg) and dimethyl sulfide (2 ml) in a mixture of dichloromethane (9 ml) and methanol (10 ml) was stirred at 5° C. for 6 hours and at room temperature for 15 hours. The mixture was then heated at 50° for 4 hours and evaporated to give methyl [(4R)-2-oxo-4-(2-oxoethyl)-azetidin-1-yl]glyoxylate. The reactants are Cc1cc(C(=O)c2ccc([N+](=O)[O-])cc2)cc(C)c1O, CI, CC(C)=O, [K+], [K+], O=C([O-])[O-]. Yields the product COc1c(C)cc(C(=O)c2ccc([N+](=O)[O-])cc2)cc1C. RXN SMILES: [CH3:1][c:2]1[cH:3][c:4]([C:5](=[O:6])[c:7]2[cH:8][cH:9][c:10]([N+:13](=[O:14])[O-:15])[cH:11][cH:12]2)[cH:16][c:17]([CH3:20])[c:18]1[OH:19].[CH3:27][I:28].[CH3:29][C:30](=[O:31])[CH3:32].[K+:21].[K+:22].[O-:23][C:24]([O-:25])=[O:26]>>[CH3:1][c:2]1[cH:3][c:4]([C:5](=[O:6])[c:7]2[cH:8][cH:9][c:10]([N+:13](=[O:14])[O-:15])[cH:11][cH:12]2)[cH:16][c:17]([CH3:20])[c:18]1[O:19][CH3:24]. The product is CC(C)c1[nH]nc(OC2OC(CO)C(O)C(O)C2O)c1Cc1ccccc1OCc1cccc(F)c1. The reactants are CC(C)c1[nH]nc(OC2OC(CO)C(O)C(O)C2O)c1Cc1ccccc1O, Fc1cccc(CBr)c1. As a reaction SMILES: [CH:1]1([O:12][c:13]2[n:14][nH:15][c:16]([CH:26]([CH3:27])[CH3:28])[c:17]2[CH2:18][c:19]2[c:20]([OH:25])[cH:21][cH:22][cH:23][cH:24]2)[CH:2]([OH:3])[CH:4]([OH:5])[CH:6]([OH:7])[CH:8]([CH2:10][OH:11])[O:9]1.[F:29][c:30]1[cH:31][c:32]([CH2:33][Br:34])[cH:35][cH:36][cH:37]1>>[CH:1]1([O:12][c:13]2[n:14][nH:15][c:16]([CH:26]([CH3:27])[CH3:28])[c:17]2[CH2:18][c:19]2[c:20]([O:25][CH2:33][c:32]3[cH:31][c:30]([F:29])[cH:37][cH:36][cH:35]3)[cH:21][cH:22][cH:23][cH:24]2)[CH:2]([OH:3])[CH:4]([OH:5])[CH:6]([OH:7])[CH:8]([CH2:10][OH:11])[O:9]1. The reactants are O=C([O-])O, CO, ClC(Cl)Cl, CC(C)OC(C)C, CC(C)O, CN1CCN(c2ccc3nc(-c4ccc(F)cc4)cn3n2)CC1, ClI, [Na+], [Na+], [Na+], O=S([O-])([O-])=S. Yields the product CN1CCN(c2ccc3nc(-c4ccc(F)cc4)c(I)n3n2)CC1. RXN SMILES: [C:33](=[O:34])([OH:35])[O-:36].[CH3:42][OH:43].[CH:38]([Cl:39])([Cl:40])[Cl:41].[CH:44]([O:45][CH:46]([CH3:47])[CH3:48])([CH3:49])[CH3:50].[CH:51]([OH:52])([CH3:53])[CH3:54].[F:1][c:2]1[cH:3][cH:4][c:5](-[c:8]2[n:9][c:10]3[n:11]([n:12][c:13]([N:16]4[CH2:17][CH2:18][N:19]([CH3:22])[CH2:20][CH2:21]4)[cH:14][cH:15]3)[cH:23]2)[cH:6][cH:7]1.[I:24][Cl:25].[Na+:31].[Na+:32].[Na+:37].[S:26]([O-:27])([O-:28])(=[O:29])=[S:30]>>[F:1][c:2]1[cH:3][cH:4][c:5](-[c:8]2[n:9][c:10]3[n:11]([n:12][c:13]([N:16]4[CH2:17][CH2:18][N:19]([CH3:22])[CH2:20][CH2:21]4)[cH:14][cH:15]3)[c:23]2[I:24])[cH:6][cH:7]1. RXN SMILES: [C:43](=[O:44])([O-:45])[O-:46].[CH3:24][S:25]([O:26][CH:29]1[CH2:30][C:31]([C:33](=[O:34])[O:35][CH2:36][CH3:37])([C:38](=[O:39])[O:40][CH2:41][CH3:42])[CH2:32]1)(=[O:27])=[O:28].[CH3:50][N:51]([CH3:52])[CH:53]=[O:54].[Cs+:47].[Cs+:48].[O:1]([c:2]1[cH:3][cH:4][cH:5][cH:6][cH:7]1)[c:8]1[cH:9][cH:10][c:11](-[c:14]2[n:15][nH:16][c:17]3[n:18][cH:19][n:20][c:21]([NH2:23])[c:22]23)[cH:12][cH:13]1.[OH2:49]>>[O:1]([c:2]1[cH:3][cH:4][cH:5][cH:6][cH:7]1)[c:8]1[cH:9][cH:10][c:11](-[c:14]2[n:15][n:16]([CH:29]3[CH2:30][C:31]([C:33](=[O:34])[O:35][CH2:36][CH3:37])([C:38](=[O:39])[O:40][CH2:41][CH3:42])[CH2:32]3)[c:17]3[n:18][cH:19][n:20][c:21]([NH2:23])[c:22]23)[cH:12][cH:13]1. The reactants are O=C([O-])[O-], CCOC(=O)C1(C(=O)OCC)CC(OS(C)(=O)=O)C1, CN(C)C=O, [Cs+], [Cs+], Nc1ncnc2[nH]nc(-c3ccc(Oc4ccccc4)cc3)c12, O. Product: CCOC(=O)C1(C(=O)OCC)CC(n2nc(-c3ccc(Oc4ccccc4)cc3)c3c(N)ncnc32)C1. Reactants: COC(CSCCCC(=O)OC)=O (Methyl 4-{[2-(methyloxy)-2-oxoethyl]thio}butanoate), [Na] (sodium), [Na] (sodium), CO (methanol). The solvent is C1(=CC=CC=C1)C (toluene), C1(=CC=CC=C1)C (toluene). Product: O=C1C(SCCC1)C(=O)OC (Methyl 3-oxotetrahydro-2H-thiopyran-2-carboxylate). Isolated yield 95.9%. Reaction SMILES: [Na].CO.[CH3:4][O:5][C:6](=[O:16])[CH2:7][S:8][CH2:9][CH2:10][CH2:11][C:12](OC)=[O:13]>C1(C)C=CC=CC=1>[O:13]=[C:12]1[CH2:11][CH2:10][CH2:9][S:8][CH:7]1[C:6]([O:5][CH3:4])=[O:16] |^1:0|. Procedure: To a suspension of sodium (3.5 g, 0.15 mol) in dry toluene (300 mL) was added an excess of methanol (30 mL). After sodium was disappeared, the excess methanol was removed as the methanol-toluene azeotrope. When the distillation temperature had reached 105° C., Methyl 4-{[2-(methyloxy)-2-oxoethyl]thio}butanoate (28.3 g, 0.14 mol) in toluene (90 mL) was added over a period of ten mins. The methanol-toluene azeotrope was removed by distillation, after the distillation temperature rose to 106° C., t... Reactants: FC(C(=O)O)(F)F.FC(C(=O)O)(F)F.FC(C(=O)O)(F)F.ClC=1C=NC=2NC=3C=NC=C(CCC4=C(C=CC(NC1N2)=C4)OCC(N4CCNCC4)=O)C3 (6-chloro-12-(2-oxo-2-piperazin-1-ylethoxy)-2,4,8,18,22-pentaazatetracyclo[14.3.1.1(3,7).1(9,13)]docosa-1(20),3(22),4,6,9(21),10,12,16,18-nonaene tris(trifluoroacetate)), FC1=C(C(=O)Cl)C=CC(=C1)F (2,4-difluorobenzoyl chloride). Product: FC(C(=O)O)(F)F.FC(C(=O)O)(F)F.ClC=1C=NC=2NC=3C=NC=C(CCC4=C(C=CC(NC1N2)=C4)OCC(=O)N4CCN(CC4)C(C4=C(C=C(C=C4)F)F)=O)C3 (6-Chloro-12-{2-[4-(2,4-difluorobenzoyl)piperazin-1-yl]-2-oxoethoxy}-2,4,8,18,22-pentaazatetracyclo[14.3.1.1(3,7).1(9,13)]docosa-1(20),3(22),4,6,9(21),10,12,16,18-nonaene bis(trifluoroacetate)). The yield is 30.0%. Reaction SMILES: [F:1][C:2]([F:7])([F:6])[C:3]([OH:5])=[O:4].[F:8][C:9]([F:14])([F:13])[C:10]([OH:12])=[O:11].FC(F)(F)C(O)=O.[Cl:22][C:23]1[CH:24]=[N:25][C:26]2[NH:27][C:28]3[CH:29]=[N:30][CH:31]=[C:32]([CH:54]=3)[CH2:33][CH2:34][C:35]3[CH:43]=[C:39]([NH:40][C:41]=1[N:42]=2)[CH:38]=[CH:37][C:36]=3[O:44][CH2:45][C:46](=[O:53])[N:47]1[CH2:52][CH2:51][NH:50][CH2:49][CH2:48]1.[F:55][C:56]1[CH:64]=[C:63]([F:65])[CH:62]=[CH:61][C:57]=1[C:58](Cl)=[O:59]>>[F:1][C:2]([F:7])([F:6])[C:3]([OH:5])=[O:4].[F:8][C:9]([F:14])([F:13])[C:10]([OH:12])=[O:11].[Cl:22][C:23]1[CH:24]=[N:25][C:26]2[NH:27][C:28]3[CH:29]=[N:30][CH:31]=[C:32]([CH:54]=3)[CH2:33][CH2:34][C:35]3[CH:43]=[C:39]([NH:40][C:41]=1[N:42]=2)[CH:38]=[CH:37][C:36]=3[O:44][CH2:45][C:46]([N:47]1[CH2:52][CH2:51][N:50]([C:58](=[O:59])[C:57]2[CH:61]=[CH:62][C:63]([F:65])=[CH:64][C:56]=2[F:55])[CH2:49][CH2:48]1)=[O:53] |f:0.1.2.3,5.6.7|. Reported procedure: The desired compound was prepared according to the procedure of Example D94 using 6-chloro-12-(2-oxo-2-piperazin-1-ylethoxy)-2,4,8,18,22-pentaazatetracyclo[14.3.1.1(3,7).1(9,13)]docosa-1(20),3(22),4,6,9(21),10,12,16,18-nonaene tris(trifluoroacetate) and 2,4-difluorobenzoyl chloride as the starting materials in 30% yield. LCMS for C30H27ClF2N7O3 (M+H)+: m/z=606.0. Reactants: O=C(NCC(O)C1C=CCO1)OCc1ccccc1, O, Cc1ccc(S(=O)(=O)Cl)cc1, c1ccncc1. The product is Cc1ccc(S(=O)(=O)OC(CNC(=O)OCc2ccccc2)C2C=CCO2)cc1. RXN SMILES: [O:12]1[CH:13]([CH:17]([CH2:18][NH:19][C:20]([O:21][CH2:22][c:23]2[cH:24][cH:25][cH:26][cH:27][cH:28]2)=[O:29])[OH:30])[CH:14]=[CH:15][CH2:16]1.[OH2:37].[c:1]1([CH3:11])[cH:2][cH:3][c:4]([S:7](=[O:8])(=[O:9])[Cl:10])[cH:5][cH:6]1.[cH:31]1[cH:32][cH:33][n:34][cH:35][cH:36]1>>[c:1]1([CH3:11])[cH:2][cH:3][c:4]([S:7](=[O:8])(=[O:9])[O:30][CH:17]([CH:13]2[O:12][CH2:16][CH:15]=[CH:14]2)[CH2:18][NH:19][C:20]([O:21][CH2:22][c:23]2[cH:24][cH:25][cH:26][cH:27][cH:28]2)=[O:29])[cH:5][cH:6]1. Reactants: CS(C)=O, [Cu]I, Cc1ccc(I)cc1, [K+], [K+], [K+], Nc1ncccc1-c1ccc(O)cc1, O=C(O)c1ccccn1, O=P([O-])([O-])[O-]. Product: Cc1ccc(Oc2ccc(-c3cccnc3N)cc2)cc1. As a reaction SMILES: [CH3:42][S:43]([CH3:44])=[O:45].[Cu:40][I:41].[I:32][c:33]1[cH:34][cH:35][c:36]([CH3:39])[cH:37][cH:38]1.[K+:29].[K+:30].[K+:31].[NH2:10][c:11]1[n:12][cH:13][cH:14][cH:15][c:16]1-[c:17]1[cH:18][cH:19][c:20]([OH:23])[cH:21][cH:22]1.[OH:1][C:2]([c:3]1[n:4][cH:5][cH:6][cH:7][cH:8]1)=[O:9].[P:24]([O-:25])([O-:26])([O-:27])=[O:28]>>[NH2:10][c:11]1[n:12][cH:13][cH:14][cH:15][c:16]1-[c:17]1[cH:18][cH:19][c:20]([O:23][c:33]2[cH:34][cH:35][c:36]([CH3:39])[cH:37][cH:38]2)[cH:21][cH:22]1.